From a dataset of the Open Reaction Database (ORD), a public repository of structured organic reaction records. describe an organic reaction: reactants, conditions, products, and yield Starting materials: BrC1=CC=C(C=C1)C1(CC(C1)(OC)OC)N1C(C2=CC=CC=C2C1=O)=O (2-(1-(4-bromophenyl)-3,3-dimethoxycyclobutyl)isoindoline-1,3-dione), Cl (HCl). The solvent is CC(=O)C (Acetone). Reaction conditions: temperature 50 celsius, time 2 hour. Yields the product BrC1=CC=C(C=C1)C1(CC(C1)=O)N1C(C2=CC=CC=C2C1=O)=O (2-(1-(4-bromophenyl)-3-oxocyclobutyl)isoindoline-1,3-dione). Yield: 97.5%. As a reaction SMILES: [Br:1][C:2]1[CH:7]=[CH:6][C:5]([C:8]2([N:16]3[C:24](=[O:25])[C:23]4[C:18](=[CH:19][CH:20]=[CH:21][CH:22]=4)[C:17]3=[O:26])[CH2:11][C:10](OC)([O:12]C)[CH2:9]2)=[CH:4][CH:3]=1.Cl>CC(C)=O>[Br:1][C:2]1[CH:3]=[CH:4][C:5]([C:8]2([N:16]3[C:24](=[O:25])[C:23]4[C:18](=[CH:19][CH:20]=[CH:21][CH:22]=4)[C:17]3=[O:26])[CH2:9][C:10](=[O:12])[CH2:11]2)=[CH:6][CH:7]=1. Reported procedure: A solution of 2-(1-(4-bromophenyl)-3,3-dimethoxycyclobutyl)isoindoline-1,3-dione (0.3 g, 0.72 mmol) in Acetone (30 ml) was added 6M HCl (3 ml) and the resulting solution was stirred at 50° C. for 2 h. The reaction mixture was concentrated to give product 0.26 g.).